From a dataset of the Open Reaction Database (ORD), a public repository of structured organic reaction records. describe an organic reaction: reactants, conditions, products, and yield The reactants are CNCC(C)Oc1cccc2ncnc(Nc3ccc(O)c(Cl)c3)c12, O=C(O)CO, Cc1cc(Nc2ncnc3cccc(OCCN(C)C(=O)CO)c23)ccc1O. The product is CC(CN(C)C(=O)CO)Oc1cccc2ncnc(Nc3ccc(O)c(Cl)c3)c12. Reaction SMILES: [Cl:1][c:2]1[c:3]([OH:25])[cH:4][cH:5][c:6]([NH:8][c:9]2[n:10][cH:11][n:12][c:13]3[cH:14][cH:15][cH:16][c:17]([O:19][CH:20]([CH2:21][NH:22][CH3:23])[CH3:24])[c:18]23)[cH:7]1.[OH:26][CH2:27][C:28]([OH:29])=[O:30].[OH:31][CH2:32][C:33]([N:34]([CH2:35][CH2:36][O:37][c:38]1[cH:39][cH:40][cH:41][c:42]2[c:43]1[c:44]([NH:45][c:46]1[cH:47][cH:48][c:49]([OH:50])[c:51]([CH3:52])[cH:53]1)[n:54][cH:55][n:56]2)[CH3:57])=[O:58]>>[Cl:1][c:2]1[c:3]([OH:25])[cH:4][cH:5][c:6]([NH:8][c:9]2[n:10][cH:11][n:12][c:13]3[cH:14][cH:15][cH:16][c:17]([O:19][CH:20]([CH2:21][N:22]([CH3:23])[C:28]([CH2:27][OH:26])=[O:30])[CH3:24])[c:18]23)[cH:7]1. Reactants: OC=1C(=C2CCC(OC2=C(C1C)C)(C)COC1=CC=C(CC2C(NC(S2)=O)=O)C=C1)C (5-[4-(6-hydroxy-2,5,7,8-tetramethylchroman-2-ylmethoxy)benzyl]thiazolidine-2,4-dione), C([O-])([O-])=O.[K+].[K+] (potassium carbonate), BrCC(=O)OC(C)(C)C (t-butyl bromoacetate). The solvent is CC(=O)C (acetone). Yields the product OC=1C(=C2CCC(OC2=C(C1C)C)(C)COC1=CC=C(CC2C(N(C(S2)=O)CC(=O)OC(C)(C)C)=O)C=C1)C (t-butyl α-{5-[4-(6hydroxy-2,5,7,8-tetramethylchroman-2-ylmethoxy)benzyl]-2,4-dioxothiazolidin -3-yl}acetate). As a reaction SMILES: [OH:1][C:2]1[C:3]([CH3:31])=[C:4]2[C:9](=[C:10]([CH3:13])[C:11]=1[CH3:12])[O:8][C:7]([CH2:15][O:16][C:17]1[CH:30]=[CH:29][C:20]([CH2:21][CH:22]3[S:26][C:25](=[O:27])[NH:24][C:23]3=[O:28])=[CH:19][CH:18]=1)([CH3:14])[CH2:6][CH2:5]2.C(=O)([O-])[O-].[K+].[K+].Br[CH2:39][C:40]([O:42][C:43]([CH3:46])([CH3:45])[CH3:44])=[O:41]>CC(C)=O>[OH:1][C:2]1[C:3]([CH3:31])=[C:4]2[C:9](=[C:10]([CH3:13])[C:11]=1[CH3:12])[O:8][C:7]([CH2:15][O:16][C:17]1[CH:30]=[CH:29][C:20]([CH2:21][CH:22]3[S:26][C:25](=[O:27])[N:24]([CH2:39][C:40]([O:42][C:43]([CH3:46])([CH3:45])[CH3:44])=[O:41])[C:23]3=[O:28])=[CH:19][CH:18]=1)([CH3:14])[CH2:6][CH2:5]2 |f:1.2.3|. Reported procedure: Following the procedure described in Example 44, 1 g of 5-[4-(6-hydroxy-2,5,7,8-tetramethylchroman-2-ylmethoxy)benzyl]thiazolidine-2,4-dione [prepared as described in Example 27(b)], 0.47 g of anhydrous potassium carbonate, 0.93 g of t-butyl bromoacetate and 8 ml of acetone gave the title compound. As a reaction SMILES: [C:1]([c:2]1[cH:3][cH:4][cH:5][cH:6][cH:7]1)(=[O:8])[c:9]1[cH:10][c:11]([NH2:16])[c:12]([NH2:15])[cH:13][cH:14]1.[CH3:20][N:21]([S:22](=[O:23])(=[O:24])[Cl:25])[CH3:26].[Cl:17][CH2:18][Cl:19].[ClH:27].[cH:28]1[cH:29][cH:30][n:31][cH:32][cH:33]1>>[C:1]([c:2]1[cH:3][cH:4][cH:5][cH:6][cH:7]1)(=[O:8])[c:9]1[cH:10][c:11]([NH:16][S:22]([N:21]([CH3:20])[CH3:26])(=[O:23])=[O:24])[c:12]([NH2:15])[cH:13][cH:14]1. Reactants: Nc1ccc(C(=O)c2ccccc2)cc1N, CN(C)S(=O)(=O)Cl, ClCCl, Cl, c1ccncc1. Product: CN(C)S(=O)(=O)Nc1cc(C(=O)c2ccccc2)ccc1N.